This data is from the Open Reaction Database (ORD), a public repository of structured organic reaction records. The task is: describe an organic reaction: reactants, conditions, products, and yield Starting materials: FC1=CC(=C(CBr)C=C1)C(F)(F)F (4-fluoro-2-(trifluoromethyl)benzyl bromide), OC1=C(SC(=C1)N1C=NC=2C=NC=CC21)C(=O)OC (methyl 3-hydroxy-5-(1H-imidazo[4,5-c]pyridin-1-yl)thiophene-2-carboxylate), C([O-])([O-])=O.[K+].[K+] (potassium carbonate). Procedure details: In a similar manner as described for example B14, 110.5 mg of 4-fluoro-2-(trifluoromethyl)benzyl bromide, 100 mg of methyl 3-hydroxy-5-(1H-imidazo[4,5-c]pyridin-1-yl)thiophene-2-carboxylate, 59.7 mg of potassium carbonate in 3 ml anhydrous DMF yield the title compound. RXN SMILES: [F:1][C:2]1[CH:9]=[CH:8][C:5]([CH2:6]Br)=[C:4]([C:10]([F:13])([F:12])[F:11])[CH:3]=1.[OH:14][C:15]1[CH:19]=[C:18]([N:20]2[C:28]3[CH:27]=[CH:26][N:25]=[CH:24][C:23]=3[N:22]=[CH:21]2)[S:17][C:16]=1[C:29]([O:31][CH3:32])=[O:30].C(=O)([O-])[O-].[K+].[K+]>CN(C=O)C>[F:1][C:2]1[CH:9]=[CH:8][C:5]([CH2:6][O:14][C:15]2[CH:19]=[C:18]([N:20]3[C:28]4[CH:27]=[CH:26][N:25]=[CH:24][C:23]=4[N:22]=[CH:21]3)[S:17][C:16]=2[C:29]([O:31][CH3:32])=[O:30])=[C:4]([C:10]([F:13])([F:12])[F:11])[CH:3]=1 |f:2.3.4|. Yields the product FC1=CC(=C(COC2=C(SC(=C2)N2C=NC=3C=NC=CC32)C(=O)OC)C=C1)C(F)(F)F (Methyl 3-{[4-fluoro-2-(trifluoromethyl)benzyl]oxy}-5-(1H-imidazo[4,5-c]pyridin-1-yl)thiophene-2-carboxylate). Solvent: CN(C)C=O (DMF). Reactants: C(=O)(OCC1=CC=CC=C1)N[C@@H](C)C(=O)N[C@@H](CCC(N)=O)C(=O)O (N-carbobenzoxy-L-alanyl-L-glutamine), peptide, [H][H] (hydrogen). Reagents/catalysts: [C].[Pd] (palladium-carbon). The solvent is mixture, CO (methanol), O (water). Run at time 2 hour. The product is N[C@@H](C)C(=O)N[C@@H](CCC(N)=O)C(=O)O (L-alanyl-L-glutamine). Yield: 90.8%. RXN SMILES: C([NH:11][C@H:12]([C:14]([NH:16][C@H:17]([C:23]([OH:25])=[O:24])[CH2:18][CH2:19][C:20](=[O:22])[NH2:21])=[O:15])[CH3:13])(OCC1C=CC=CC=1)=O.[H][H]>CO.O.[C].[Pd]>[NH2:11][C@H:12]([C:14]([NH:16][C@H:17]([C:23]([OH:25])=[O:24])[CH2:18][CH2:19][C:20](=[O:22])[NH2:21])=[O:15])[CH3:13] |f:4.5|. Procedure: Into a 200 ml three-necked flask was charged 5.0 g (14.2 mmol) of Z-L-Ala-L-Gln, and the peptide was dissolved in 100 ml of a mixture of methanol and water (methanol:water =7:3) and stirred with a magnetic stirrer. After the air in the flask had been replaced with nitrogen, 0.8 g of 2% by weight of palladium-carbon was added thereto, and the protective group was eliminated in a stream of hydrogen. After 2 hours, the completion of the reaction was confirmed by thin layer chromatography, and then ... Starting materials: Brc1ccoc1, O=C([O-])[O-], [Li]CCCC, CCCCCC, [K+], [K+], O=C1CN2CCC1CC2. Yields the product OC1(c2ccoc2)CN2CCC1CC2. As a reaction SMILES: [Br:1][c:2]1[cH:3][o:4][cH:5][cH:6]1.[C:27](=[O:28])([O-:29])[O-:30].[CH2:7]([Li:8])[CH2:9][CH2:10][CH3:11].[CH3:12][CH2:13][CH2:14][CH2:15][CH2:16][CH3:17].[K+:31].[K+:32].[N:18]12[CH2:19][C:20](=[O:26])[CH:21]([CH2:22][CH2:23]1)[CH2:24][CH2:25]2>>[c:2]1([C:20]2([OH:26])[CH2:19][N:18]3[CH2:23][CH2:22][CH:21]2[CH2:24][CH2:25]3)[cH:3][o:4][cH:5][cH:6]1. Starting materials: C([O-])([O-])=O.[Li+].[Li+] (lithium carbonate), C[C@@H]1NCC[C@@]1(O)C ((2S,3S)-2,3-dimethylpyrrolidin-3-ol), FC1=C(C=C(C#N)C=C1)C(F)(F)F (4-fluoro-3-(trifluoromethyl)benzonitrile). The product is O[C@@]1([C@@H](N(CC1)C1=C(C=C(C#N)C=C1)C(F)(F)F)C)C (4-[(2S,3S)-3-hydroxy-2,3-dimethylpyrrolidin-1-yl]-3-(trifluoromethyl)benzonitrile), oil. Yield: 55.0%. Reaction SMILES: [CH3:1][C@H:2]1[C@@:6]([CH3:8])([OH:7])[CH2:5][CH2:4][NH:3]1.F[C:10]1[CH:17]=[CH:16][C:13]([C:14]#[N:15])=[CH:12][C:11]=1[C:18]([F:21])([F:20])[F:19].C(=O)([O-])[O-].[Li+].[Li+]>>[OH:7][C@@:6]1([CH3:8])[CH2:5][CH2:4][N:3]([C:10]2[CH:17]=[CH:16][C:13]([C:14]#[N:15])=[CH:12][C:11]=2[C:18]([F:19])([F:21])[F:20])[C@H:2]1[CH3:1] |f:2.3.4|. Procedure: By an operation in the same manner as in Example 1 and using (2S,3S)-2,3-dimethylpyrrolidin-3-ol 0.5 oxalate (228 mg), 4-fluoro-3-(trifluoromethyl)benzonitrile (397 mg) and lithium carbonate (206 mg), the title compound was obtained as a colorless oil (yield: 220 mg, yield: 55%). The reactants are [N+](=O)([O-])C=1C=C(C(=O)C2=CN(C3=CC=CC=C23)CCCC(=O)OCC)C=CC1 (ethyl 4-[3-(3-nitrobenzoyl)indol-1-yl]butyrate), [BH4-].[Na+] (sodium borohydride), B(F)(F)F.CCOCC (boron trifluoride etherate), C(C)(=O)OCC (ethyl acetate), ice water. Solvent: O1CCCC1 (tetrahydrofuran). Reaction conditions: time 2 hour. Yields the product [N+](=O)([O-])C=1C=C(CC2=CN(C3=CC=CC=C23)CCCC(=O)OCC)C=CC1 (ethyl 4-[3-(3-nitrobenzyl)indol-1-yl]butyrate). Isolated yield 35.9%. RXN SMILES: [N+:1]([C:4]1[CH:5]=[C:6]([CH:26]=[CH:27][CH:28]=1)[C:7]([C:9]1[C:17]2[C:12](=[CH:13][CH:14]=[CH:15][CH:16]=2)[N:11]([CH2:18][CH2:19][CH2:20][C:21]([O:23][CH2:24][CH3:25])=[O:22])[CH:10]=1)=O)([O-:3])=[O:2].[BH4-].[Na+].B(F)(F)F.CCOCC.C(OCC)(=O)C>O1CCCC1>[N+:1]([C:4]1[CH:5]=[C:6]([CH:26]=[CH:27][CH:28]=1)[CH2:7][C:9]1[C:17]2[C:12](=[CH:13][CH:14]=[CH:15][CH:16]=2)[N:11]([CH2:18][CH2:19][CH2:20][C:21]([O:23][CH2:24][CH3:25])=[O:22])[CH:10]=1)([O-:3])=[O:2] |f:1.2,3.4|. Reported procedure: To a solution of ethyl 4-[3-(3-nitrobenzoyl)indol-1-yl]butyrate (0.5 g) in tetrahydrofuran (10 ml) were added sodium borohydride (99.4 mg) and boron trifluoride etherate (0.485 ml) at -25° C., and the mixture was stirred at the same temperature for 2 hours. The mixture was poured into a mixture of ethyl acetate and ice water. The organic layer was separated, washed with water and brine, and dried over magnesium sulfate. After evaporation of the solvent, the residue was chromatographed on silica ... Reactants: Cl (hydrochloric acid), C(C)OC(=O)C=1C=C2CC(C(NC2=CC1)C1=CC(=CC=C1)NC(C)(C)C(=O)OC)(C)C (2-[3-(1-methoxycarbonyl-1-methyl-ethylamino)-phenyl]-3,3-dimethyl-1,2,3,4-tetrahydro-quinoline-6-carboxylic acid ethyl ester). Run in CO (methanol), O1CCCC1 (tetrahydrofuran), [OH-].[Na+] (sodium hydroxide), O (water). Reaction conditions: temperature 60 celsius, time 12 hour. Product: C(=O)(O)C(C)(C)NC=1C=C(C=CC1)C1NC2=CC=C(C=C2CC1(C)C)C(=O)O (2-[3-(1-carboxy-1-methyl-ethylamino)-phenyl]-3,3-dimethyl-1,2,3,4-tetrahydro-quinoline-6-carboxylic acid). Yield: 4.9%. As a reaction SMILES: C([O:3][C:4]([C:6]1[CH:7]=[C:8]2[C:13](=[CH:14][CH:15]=1)[NH:12][CH:11]([C:16]1[CH:21]=[CH:20][CH:19]=[C:18]([NH:22][C:23]([C:26]([O:28]C)=[O:27])([CH3:25])[CH3:24])[CH:17]=1)[C:10]([CH3:31])([CH3:30])[CH2:9]2)=[O:5])C.Cl>CO.O1CCCC1.[OH-].[Na+].O>[C:26]([C:23]([NH:22][C:18]1[CH:17]=[C:16]([CH:11]2[C:10]([CH3:30])([CH3:31])[CH2:9][C:8]3[C:13](=[CH:14][CH:15]=[C:6]([C:4]([OH:5])=[O:3])[CH:7]=3)[NH:12]2)[CH:21]=[CH:20][CH:19]=1)([CH3:25])[CH3:24])([OH:28])=[O:27] |f:4.5|. Procedure details: A mixture of 2-[3-(1-methoxycarbonyl-1-methyl-ethylamino)-phenyl]-3,3-dimethyl-1,2,3,4-tetrahydro-quinoline-6-carboxylic acid ethyl ester (678 mg, 1.6 mmol) in methanol (10 mL) and tetrahydrofuran (30 mL), 30% sodium hydroxide in water (10 mL) was stirred at 60° C. for 12 h. The mixture was neutralized with a 3 N aqueous hydrochloric acid solution and extracted with ethyl acetate (2×100 mL), washed with water, dried over anhydrous sodium sulfate and then concentrated in vacuo. Purification by Wa... Run in C(C)O (ethanol), petroleum ether. Reagents/catalysts: [Ni] (Raney nickel). Starting materials: CC(CCOC1=CC=CC2=C1C(C=C(O2)C2=NN=NN2)=O)C (5-[5-(3-methyl-n-butoxy)-4-oxo-4H-1-benzopyran-2-yl]tetrazole). Yields the product CC(CCOC1=CC=CC2=C1C(CC(O2)C2=NN=NN2)=O)C (5-[2,3-dihydro-5-(3-methylbutoxy)-4-oxo-4H-1-benzopyran-2-yl] tetrazole). Procedure details: To a solution of 1 part of 5-[5-(3-methyl-n-butoxy)-4-oxo-4H-1-benzopyran-2-yl]tetrazole in 50 parts of ethanol was added 5 parts of Raney nickel catalyst. The resulting mixture was hydrogenated at 20° C and 45 lbs/sq. in. pressure for 8 hours. The catalyst was filtered off and the filtrate was evaporated to give an oil which solidified on trituration with petroleum ether (b.p. 40°-60° C). This solid was crystallised from a mixture of ethyl acetate and petroluem ether (b.p. 40°-60° C) to give 0.... RXN SMILES: [CH3:1][CH:2]([CH3:22])[CH2:3][CH2:4][O:5][C:6]1[C:11]2[C:12](=[O:21])[CH:13]=[C:14]([C:16]3[NH:20][N:19]=[N:18][N:17]=3)[O:15][C:10]=2[CH:9]=[CH:8][CH:7]=1>[Ni].C(O)C>[CH3:1][CH:2]([CH3:22])[CH2:3][CH2:4][O:5][C:6]1[C:11]2[C:12](=[O:21])[CH2:13][CH:14]([C:16]3[NH:20][N:19]=[N:18][N:17]=3)[O:15][C:10]=2[CH:9]=[CH:8][CH:7]=1. Run at time 8 hour. Reactants: NC1=NC2=CC=C(C=C2N=C1OC)Cl (2-Amino-6-chloro-3-methoxyquinoxaline), ClC(=O)OCC (ethyl chloroformate), N1=CC=CC=C1 (pyridine). Solvent: ClCCl (dichloromethane). Reaction conditions: time 10 hour. Yields the product ClC=1C=C2N=C(C(=NC2=CC1)NC(OCC)=O)OC (Ethyl N-(6-chloro-3-methoxyquinoxalin-2-yl)carbamate). Yield: 96.0%. As a reaction SMILES: [NH2:1][C:2]1[C:11]([O:12][CH3:13])=[N:10][C:9]2[C:4](=[CH:5][CH:6]=[C:7]([Cl:14])[CH:8]=2)[N:3]=1.Cl[C:16]([O:18][CH2:19][CH3:20])=[O:17].N1C=CC=CC=1>ClCCl>[Cl:14][C:7]1[CH:8]=[C:9]2[C:4](=[CH:5][CH:6]=1)[N:3]=[C:2]([NH:1][C:16](=[O:17])[O:18][CH2:19][CH3:20])[C:11]([O:12][CH3:13])=[N:10]2. Reported procedure: 2-Amino-6-chloro-3-methoxyquinoxaline (629 mg, 3.00 mmol) and ethyl chloroformate (391 mg, 3.60 mmol) were dissolved in dichloromethane (50 ml) at room temperature and thereto pyridine (285 mg, 3.60 mmol) was added. The resulting mixture was stirred at room temperature for 10 hours and concentrated under the reduced pressure to remove the solvent, and purified by SiO2 column chromatography. Extraction of the residue with a n-hexane:ethyl acetate (3:1) mixture and concentration gave 811 mg of the... The reactants are O (water), N1=CC=CC=C1 (Pyridine), N1=CC=CC=C1 (pyridine), CNC(OC1=CC=CC=2CC(OC21)(C)C)=O (2,3-dihydro-2,2-dimethyl-7-benzofuranyl methylcarbamate), solution, C(CCC)N(SCl)CCCC (dibutylaminosulfenyl chloride). Solvent: CCCCCC (hexane). Run at temperature 35 celsius, time 3 hour. The product is C(CCC)N(SCNC(OC1=CC=CC=2CC(OC21)(C)C)=O)CCCC (2,3-dihydro-2,2-dimethyl-7-benzofuranyl (dibutylaminothio)methylcarbamate). Isolated yield 75.0%. As a reaction SMILES: [CH3:1][NH:2][C:3](=[O:16])[O:4][C:5]1[C:13]2[O:12][C:11]([CH3:15])([CH3:14])[CH2:10][C:9]=2[CH:8]=[CH:7][CH:6]=1.[CH2:17]([N:21]([CH2:24][CH2:25][CH2:26][CH3:27])[S:22]Cl)[CH2:18][CH2:19][CH3:20].N1C=CC=CC=1.O>CCCCCC>[CH2:17]([N:21]([CH2:24][CH2:25][CH2:26][CH3:27])[S:22][CH2:1][NH:2][C:3](=[O:16])[O:4][C:5]1[C:13]2[O:12][C:11]([CH3:14])([CH3:15])[CH2:10][C:9]=2[CH:8]=[CH:7][CH:6]=1)[CH2:18][CH2:19][CH3:20]. Procedure details: A flask was charged with 15.8 g of 98% 2,3-dihydro-2,2-dimethyl-7-benzofuranyl methylcarbamate (0.07 mole) and 30.2 g of a 50% solution of dibutylaminosulfenyl chloride (0.077 mole) in hexane under nitrogen atmosphere. To this was added with stirring 7.5 g (0.0455 mole) of triethylamine/sulfur dioxide complex prepared as described in Example 3. Pyridine (6.1 g, 0.077 mole) was then added dropwise with stirring over a period of 16 minutes. The temperature increased from 20.5° C. to 23.5° C. Stirr...